From a dataset of the Open Reaction Database (ORD), a public repository of structured organic reaction records. describe an organic reaction: reactants, conditions, products, and yield The reactants are CC(C)Oc1cc(N)c(Cl)cc1Cl, Cl, O=N[O-], [Na+], O, O, O, Cl[Sn]Cl. The product is CC(C)Oc1cc(NN)c(Cl)cc1Cl. Reaction SMILES: [Cl:5][c:6]1[c:7]([NH2:8])[cH:9][c:10]([O:14][CH:15]([CH3:16])[CH3:17])[c:11]([Cl:13])[cH:12]1.[ClH:24].[N:1]([O-:2])=[O:3].[Na+:4].[OH2:18].[OH2:19].[OH2:23].[Sn:20]([Cl:21])[Cl:22]>>[NH2:1][NH:8][c:7]1[c:6]([Cl:5])[cH:12][c:11]([Cl:13])[c:10]([O:14][CH:15]([CH3:16])[CH3:17])[cH:9]1. Reactants: OC1=C(C(C(=O)O)=CC=C1)N (3-hydroxyanthranilic acid), ClC(=O)C1(N(CCC1)C(=O)OCC1=CC=CC=C1)C (benzyl 2-(chlorocarbonyl)-2-methylpyrrolidine-1-carboxylate). Reported procedure: 2-(1-(Benzyloxycarbonyl)-2-methylpyrrolidin-2-yl)benzo[d]oxazole-4-carboxylic acid is prepared from 3-hydroxyanthranilic acid and benzyl 2-(chlorocarbonyl)-2-methylpyrrolidine-1-carboxylate using the conditions described in Example 3A. MS (ESI) m/e 381 [M+H]+. Product: C(C1=CC=CC=C1)OC(=O)N1C(CCC1)(C)C=1OC=2C(N1)=C(C=CC2)C(=O)O (2-(1-(Benzyloxycarbonyl)-2-methylpyrrolidin-2-yl)benzo[d]oxazole-4-carboxylic acid). As a reaction SMILES: [OH:1][C:2]1[CH:10]=[CH:9][CH:8]=[C:4]([C:5]([OH:7])=[O:6])[C:3]=1[NH2:11].Cl[C:13]([C:15]1([CH3:30])[CH2:19][CH2:18][CH2:17][N:16]1[C:20]([O:22][CH2:23][C:24]1[CH:29]=[CH:28][CH:27]=[CH:26][CH:25]=1)=[O:21])=O>>[CH2:23]([O:22][C:20]([N:16]1[CH2:17][CH2:18][CH2:19][C:15]1([C:30]1[O:1][C:2]2[C:3](=[C:4]([C:5]([OH:7])=[O:6])[CH:8]=[CH:9][CH:10]=2)[N:11]=1)[CH3:13])=[O:21])[C:24]1[CH:25]=[CH:26][CH:27]=[CH:28][CH:29]=1. Starting materials: C(C(C)C)Br (isobutyl bromide), IC1=C(C(=C(N)C=C1)C)C (4-Iodo-2,3-dimethylaniline), IC1=C(C(=C(C=C1)N=C=S)C)C (4-iodo-2,3-dimethylphenyl isothiocyanate), iodophenyl, C[Si](C)(C)C#C ((trimethylsilyl)acetylene). The reagents and catalysts are Cl[Pd]([P](C1=CC=CC=C1)(C2=CC=CC=C2)C3=CC=CC=C3)([P](C4=CC=CC=C4)(C5=CC=CC=C5)C6=CC=CC=C6)Cl (Pd(PPh3)2Cl2), [Cu]I (CuI). Run in CCN(CC)CC (Et3N). Conditions: time 18 hour. Product: CC1=C(C=CC(=C1C)I)N=C1NC2(CS1)CCCC2 (2-(2,3-Dimethyl-4-iodophenylimino)-3-thia-1-azaspiro[4.4]nonane), CC1=C(C=CC(=C1C)C#C[Si](C)(C)C)N=C1N(C2(CS1)CCCC2)CC(C)C (2-(2,3-dimethyl-4-(2-trimethylsilyl-1-ethynyl)phenylimino)-1-isobutyl-3-thia-1-azaspiro[4.4]nonane). Yield: 59.0%. As a reaction SMILES: [I:1][C:2]1[CH:8]=[CH:7][C:5]([NH2:6])=[C:4]([CH3:9])[C:3]=1[CH3:10].I[C:12]1[CH:17]=[CH:16][C:15]([N:18]=[C:19]=[S:20])=[C:14]([CH3:21])[C:13]=1[CH3:22].[CH2:23](Br)[CH:24]([CH3:26])[CH3:25].[CH3:28][Si:29]([C:32]#[CH:33])([CH3:31])[CH3:30]>CCN(CC)CC.Cl[Pd](Cl)([P](C1C=CC=CC=1)(C1C=CC=CC=1)C1C=CC=CC=1)[P](C1C=CC=CC=1)(C1C=CC=CC=1)C1C=CC=CC=1.[Cu]I>[CH3:9][C:4]1[C:3]([CH3:10])=[C:2]([I:1])[CH:8]=[CH:7][C:5]=1[N:6]=[C:19]1[S:20][CH2:14][C:15]2([CH2:13][CH2:12][CH2:17][CH2:16]2)[NH:18]1.[CH3:21][C:14]1[C:13]([CH3:22])=[C:12]([C:33]#[C:32][Si:29]([CH3:31])([CH3:30])[CH3:28])[CH:17]=[CH:16][C:15]=1[N:18]=[C:19]1[S:20][CH2:4][C:5]2([CH2:3][CH2:2][CH2:8][CH2:7]2)[N:6]1[CH2:23][CH:24]([CH3:26])[CH3:25] |^1:43,62|. Procedure details: 4-Iodo-2,3-dimethylaniline was converted into 4-iodo-2,3-dimethylphenyl isothiocyanate in a manner analogous to Method A2b. 2-(2,3-Dimethyl-4-iodophenylimino)-3-thia-1-azaspiro[4.4]nonane was prepared in a manner analogous to that described in Method C2a, then was alkylated with isobutyl bromide in a manner analogous to that described in Method D2a. A mixture of the iodophenyl compound (0.009 g, 0.021 mmol), (trimethylsilyl)acetylene (30 mL, 0.21 mmol), Pd(PPh3)2Cl2 (0.005 g) and CuI (0.012 g, 0... Procedure: To 1.3 g (3.9 mmol) 2-(2,3-bis-benzyloxy-phenyl)-ethylamine (Chimie therapeutique 8, 1973, 308) and 0.44 mL (8.8 mmol) formaldehyde (37% solution in water) in 10 mL DCM are added slowly 0.60 mL (7.8 mmol) TFA and the resulting mixture is stirred at r.t. over night. The reaction is neutralised by the addition of a sat. aq. NaHCO3 solution and extracted with DCM. The organic layer is dried over MgSO4, filtered and the solvent is removed in vacuo. RXN SMILES: C([O:8][C:9]1[C:14]([O:15][CH2:16][C:17]2C=CC=CC=2)=[CH:13][CH:12]=[CH:11][C:10]=1[CH2:23][CH2:24][NH2:25])C1C=CC=CC=1.C=O.[C:28](O)(C(F)(F)F)=O.C([O-])(O)=O.[Na+].C(Cl)[Cl:41]>>[ClH:41].[O:15]1[C:14]2[C:9](=[C:10]3[C:11](=[CH:12][CH:13]=2)[CH2:28][NH:25][CH2:24][CH2:23]3)[O:8][CH2:17][CH2:16]1 |f:3.4,6.7|. Reactants: C(=O)(O)[O-].[Na+] (NaHCO3), C(C1=CC=CC=C1)OC1=C(C=CC=C1OCC1=CC=CC=C1)CCN (2-(2,3-bis-benzyloxy-phenyl)-ethylamine), C=O (formaldehyde), C(=O)(C(F)(F)F)O (TFA), C(Cl)Cl (DCM). Yields the product Cl.O1CCOC2=C3CCNCC3=CC=C12 (2,3,5,6,7,8-Hexahydro-1,4-dioxa-7-aza-phenanthrene hydrochloride). Starting materials: ClC=1C=CC=C2C(=CN(C12)C)CN(C(\C=C\C=1C=NC(=CC1)NCC(=O)OC)=O)C ((E)-N-(7-chloro-1-methyl-1H-indol-3-ylmethyl)-3-[6-[N-(methoxycarbonylmethyl)amino]pyridin-3-yl]-N-methylacrylamide), COC(=O)CNC1=CC=C(C=N1)/C=C/C(=O)N(CC1=C(NC2=CC=CC=C12)C)C ((E)-3-[6-[N-(methoxycarbonylmethyl)amino]pyridin-3-yl]-N-methyl-N-(2-methyl-1H-indol-3-ylmethyl)acrylamide). The product is ClC=1C=CC=C2C(=CN(C12)C)CN(C(\C=C\C=1C=NC(=CC1)NCC(=O)NC)=O)C ((E)-N-(7-chloro-1-methyl-1H-indol-3-ylmethyl)-N-methyl-3-[6-[N-(methylaminocarbonylmethyl)amino]pyridin-3-yl]acrylamide). Isolated yield 94.0%. Reaction SMILES: [Cl:1][C:2]1[CH:3]=[CH:4][CH:5]=[C:6]2[C:10]=1[N:9]([CH3:11])[CH:8]=[C:7]2[CH2:12][N:13]([CH3:30])[C:14](=[O:29])/[CH:15]=[CH:16]/[C:17]1[CH:18]=[N:19][C:20]([NH:23][CH2:24][C:25]([O:27]C)=O)=[CH:21][CH:22]=1.COC([CH2:35][NH:36]C1N=CC(/C=C/C(N(C)CC2C3C(=CC=CC=3)NC=2C)=O)=CC=1)=O>>[Cl:1][C:2]1[CH:3]=[CH:4][CH:5]=[C:6]2[C:10]=1[N:9]([CH3:11])[CH:8]=[C:7]2[CH2:12][N:13]([CH3:30])[C:14](=[O:29])/[CH:15]=[CH:16]/[C:17]1[CH:18]=[N:19][C:20]([NH:23][CH2:24][C:25]([NH:36][CH3:35])=[O:27])=[CH:21][CH:22]=1. Procedure: According to the procedure of Example 21, except substituting (E)-N-(7-chloro-1-methyl-1H-indol-3-ylmethyl)-3-[6-[N-(methoxycarbonylmethyl)amino]pyridin-3-yl]-N-methylacrylamide (0.75 g, 1.8 mmole) for the (E)-3-[6-[N-(methoxycarbonylmethyl)amino]pyridin-3-yl]-N-methyl-N-(2-methyl-1H-indol-3-ylmethyl)acrylamide, the title compound (0.721 g, 94%) was prepared as a white solid: MS (ES) m/e 426.0 (M+H)+. The reactants are C(C)OC=1C(C(C1OCC)=O)=O (3,4-diethoxy-3-cyclobutene-1,2-dione), TEA, NC=1C(=C(C(=CC1)Cl)S(=O)(=O)N(CC)OC)O (3-amino-6-chloro-2-hydroxy-N-methoxy-N-ethyl-benzenesulfonamide). Reported procedure: A solution of 3,4-diethoxy-3-cyclobutene-1,2-dione (0.30 g, 1.76 mmol) in ethanol (5 ml) was treated with TEA (250 μl, 1.80 mmol) and the reaction mixture was heated to 45° C. A solution of 3-amino-6-chloro-2-hydroxy-N-methoxy-N-ethyl-benzenesulfonamide (0.58 g, 2.07 mmol) in EtOH (5 ml) was added dropwise to the reaction mixture. The reaction mixture was stirred at 45° C. for 1 hour and then concentrated in vacuo. The residue was purified using flash chromatography (50% EtOAc in iso-hexane) to ... Conditions: temperature 45 celsius, time 1 hour. Solvent: C(C)O (ethanol), CCO (EtOH). RXN SMILES: C(O[C:4]1[C:5](=[O:12])[C:6](=[O:11])[C:7]=1[O:8][CH2:9][CH3:10])C.[NH2:13][C:14]1[C:15]([OH:29])=[C:16]([S:21]([N:24]([O:27][CH3:28])[CH2:25][CH3:26])(=[O:23])=[O:22])[C:17]([Cl:20])=[CH:18][CH:19]=1>C(O)C>[Cl:20][C:17]1[C:16]([S:21]([N:24]([O:27][CH3:28])[CH2:25][CH3:26])(=[O:22])=[O:23])=[C:15]([OH:29])[C:14]([NH:13][C:4]2[C:5](=[O:12])[C:6](=[O:11])[C:7]=2[O:8][CH2:9][CH3:10])=[CH:19][CH:18]=1. The product is ClC1=CC=C(C(=C1S(=O)(=O)N(CC)OC)O)NC1=C(C(C1=O)=O)OCC (6-Chloro-3-(2-ethoxy-3,4-dioxo-cyclobut-1-enylamino)-2-hydroxy-N-methoxy-N-ethyl-benzenesulfonamide).